This data is from the Open Reaction Database (ORD), a public repository of structured organic reaction records. The task is: describe an organic reaction: reactants, conditions, products, and yield Reactants: COCCOCCOC, OB(O)c1ccc(C(F)(F)F)cc1, [K+], [K+], N#Cc1nn(-c2c(Cl)cc(Br)cc2Cl)c(N)c1SC(F)(F)F, O=C([O-])[O-], O. Product: N#Cc1nn(-c2c(Cl)cc(-c3ccc(C(F)(F)F)cc3)cc2Cl)c(N)c1SC(F)(F)F. Reaction SMILES: [CH3:42][O:43][CH2:44][CH2:45][O:46][CH2:47][CH2:48][O:49][CH3:50].[F:23][C:24]([c:25]1[cH:26][cH:27][c:28]([B:31]([OH:32])[OH:33])[cH:29][cH:30]1)([F:34])[F:35].[K+:36].[K+:37].[NH2:1][c:2]1[c:3]([S:18][C:19]([F:20])([F:21])[F:22])[c:4]([C:16]#[N:17])[n:5][n:6]1-[c:7]1[c:8]([Cl:15])[cH:9][c:10]([Br:14])[cH:11][c:12]1[Cl:13].[O-:38][C:39]([O-:40])=[O:41].[OH2:51]>>[NH2:1][c:2]1[c:3]([S:18][C:19]([F:20])([F:21])[F:22])[c:4]([C:16]#[N:17])[n:5][n:6]1-[c:7]1[c:8]([Cl:15])[cH:9][c:10](-[c:28]2[cH:27][cH:26][c:25]([C:24]([F:23])([F:34])[F:35])[cH:30][cH:29]2)[cH:11][c:12]1[Cl:13].